From a dataset of the Open Reaction Database (ORD), a public repository of structured organic reaction records. describe an organic reaction: reactants, conditions, products, and yield Reactants: ClCCCC(=O)C1=CC=C(C=C1)C (4-chloro-4'-methylbutyrophenone), N1C=NC=C1 (imidazole). The product is CC1=CC=C(C=C1)C=1C=2N(CCC1)C=CN2 (5,6-Dihydro-8-(4-methylphenyl)imidazo[1,2-a]pyridine). RXN SMILES: Cl[CH2:2][CH2:3][CH2:4][C:5]([C:7]1[CH:12]=[CH:11][C:10]([CH3:13])=[CH:9][CH:8]=1)=O.[NH:14]1[CH:18]=[CH:17][N:16]=[CH:15]1>>[CH3:13][C:10]1[CH:11]=[CH:12][C:7]([C:5]2[C:15]3[N:14]([CH:18]=[CH:17][N:16]=3)[CH2:2][CH2:3][CH:4]=2)=[CH:8][CH:9]=1. Reported procedure: Combine 100 g (0.51 mole) of 4-chloro-4'-methylbutyrophenone with 300 g (4.4 mole) of imidazole and heat to 175° C. under nitrogen for 24 hr. Purification from 1 kg of silica gel using methylene chloride as solvent, followed by crystallization from ether provides the title compound. The reactants are C(=CC1=CC=CC=C1)C1=NC2=C(N1)C=CC=C2 (2-styryl-1H-benzimidazole), ClC1=NC=NC=C1 (4-Chloropyrimidine), N1=C(C=CC=C1)N1C(=NC2=C1C=CC=C2)\C=C\C2=CC=CC=C2 ((E)-1-(2-pyridyl)-2-styryl-1H-benzimidazole), Cl (hydrogen chloride). Run in CO (methanol). The product is Cl.N1=CN=C(C=C1)N1C(=NC2=C1C=CC=C2)\C=C\C2=CC=CC=C2 ((E)-1-(4-Pyrimidyl)-2-styryl-1H-benzimidazole hydrochloride). RXN SMILES: [CH:1]([C:9]1[NH:13][C:12]2[CH:14]=[CH:15][CH:16]=[CH:17][C:11]=2[N:10]=1)=[CH:2][C:3]1[CH:8]=[CH:7][CH:6]=[CH:5][CH:4]=1.[Cl:18][C:19]1[CH:24]=[CH:23][N:22]=[CH:21][N:20]=1.N1C=CC=CC=1N1C2C=CC=CC=2N=C1/C=C/C1C=CC=CC=1.Cl>CO>[ClH:18].[N:20]1[CH:19]=[CH:24][C:23]([N:13]2[C:12]3[CH:14]=[CH:15][CH:16]=[CH:17][C:11]=3[N:10]=[C:9]2/[CH:1]=[CH:2]/[C:3]2[CH:4]=[CH:5][CH:6]=[CH:7][CH:8]=2)=[N:22][CH:21]=1 |f:5.6|. Procedure: Free base of the titled compound was prepared from 2-styryl-1H-benzimidazole and 4-Chloropyrimidine according to the preparation of (E)-1-(2-pyridyl)-2-styryl-1H-benzimidazole (Example 1, method B). The free base was treated with a 10% methanol solution of hydrogen chloride and concentrated to dryness. The residue was recrystallized from ethyl acetate/n-hexane to give the titled compound. MW: 234.81; mp: 191.0-192.0° C.; 1H-NMR (CDCl3) δ: 9.42 (1H, br.s), 9.15 (1H, br.s), 8.26 (1H, d, J=16.5 Hz)...